This data is from the Open Reaction Database (ORD), a public repository of structured organic reaction records. The task is: describe an organic reaction: reactants, conditions, products, and yield Starting materials: N1=CC(=CC=C1)SSC1=NC=CC=C1 (2-(2-(Pyridin-3-yl)disulfanyl)pyridine), [NH4+].[Cl-] (NH4Cl), C[Li] (Methyllithium), C(CCC)[Li] (Butyllithium), BrC=1C=C(C(=NC1)N)OC1=CC=CC=C1 (5-bromo-3-phenoxypyridin-2-amine). The solvent is CO (MeOH), C(Cl)Cl (CH2Cl2), C1CCOC1 (THF). Conditions: temperature -78 celsius, time 5 minute. Yields the product O(C1=CC=CC=C1)C=1C(=NC=C(C1)SC1=NC=CC=C1)N (3-phenoxy-5-(pyridin-2-ylthio)pyridin-2-amine). The yield is 249.7%. Reaction SMILES: Br[C:2]1[CH:3]=[C:4]([O:9][C:10]2[CH:15]=[CH:14][CH:13]=[CH:12][CH:11]=2)[C:5]([NH2:8])=[N:6][CH:7]=1.C[Li].C([Li])CCC.N1C=CC=C(S[S:30][C:31]2[CH:36]=[CH:35][CH:34]=[CH:33][N:32]=2)C=1.[NH4+].[Cl-]>CO.C(Cl)Cl.C1COCC1>[O:9]([C:4]1[C:5]([NH2:8])=[N:6][CH:7]=[C:2]([S:30][C:31]2[CH:36]=[CH:35][CH:34]=[CH:33][N:32]=2)[CH:3]=1)[C:10]1[CH:15]=[CH:14][CH:13]=[CH:12][CH:11]=1 |f:4.5|. Procedure details: A nitrogen purged flask was charged with 5-bromo-3-phenoxypyridin-2-amine (5.00 g, 18.9 mmol) and THF (80 mL) and cooled to −78° C. Methyllithium (14.1 mL, 22.6 mmol) was added and stirred for 5 minutes. Butyllithium (9.05 mL, 22.6 mmol) was added and the reaction was stirred for 10 minutes at −78° C. (solids precipitated). 2-(2-(Pyridin-3-yl)disulfanyl)pyridine (10.4 g, 47.2 mmol) was added and the reaction was warmed to ambient temperature and stirred for 18 hours. The reaction was poured into... Starting materials: C1CCOC1, CCOC(=O)COc1ccc(CN(CCOC)c2cccc(-c3ccc(C(F)(F)F)cc3)c2C)cc1C, CO, [Na+], [OH-]. Product: COCCN(Cc1ccc(OCC(=O)O)c(C)c1)c1cccc(-c2ccc(C(F)(F)F)cc2)c1C. As a reaction SMILES: [CH2:40]1[O:41][CH2:42][CH2:43][CH2:44]1.[CH3:1][O:2][CH2:3][CH2:4][N:5]([c:6]1[c:7]([CH3:22])[c:8](-[c:12]2[cH:13][cH:14][c:15]([C:18]([F:19])([F:20])[F:21])[cH:16][cH:17]2)[cH:9][cH:10][cH:11]1)[CH2:23][c:24]1[cH:25][c:26]([CH3:37])[c:27]([O:28][CH2:29][C:30](=[O:31])[O:32][CH2:33][CH3:34])[cH:35][cH:36]1.[CH3:45][OH:46].[Na+:39].[OH-:38]>>[CH3:1][O:2][CH2:3][CH2:4][N:5]([c:6]1[c:7]([CH3:22])[c:8](-[c:12]2[cH:13][cH:14][c:15]([C:18]([F:19])([F:20])[F:21])[cH:16][cH:17]2)[cH:9][cH:10][cH:11]1)[CH2:23][c:24]1[cH:25][c:26]([CH3:37])[c:27]([O:28][CH2:29][C:30](=[O:31])[OH:32])[cH:35][cH:36]1.